Dataset: the Open Reaction Database (ORD), a public repository of structured organic reaction records. Task: describe an organic reaction: reactants, conditions, products, and yield Reactants: C(=O)(O)C1=CN(C2=CC(=CC=C12)OC)C1=CC=NC2=CC=CC=C12 (3-carboxy-6-methoxy-1-(quinol-4-yl)-1H-indole), S(=O)(Cl)Cl (sulphinyl chloride). Reagents/catalysts: CN(C=O)C (dimethylformamide). Product: ClC(=O)C1=CN(C2=CC(=CC=C12)OC)C1=CC=NC2=CC=CC=C12 (3-chlorocarbonyl-6-methoxy-1-(quinol-4-yl)-1H-indole). As a reaction SMILES: [C:1]([C:4]1[C:12]2[C:7](=[CH:8][C:9]([O:13][CH3:14])=[CH:10][CH:11]=2)[N:6]([C:15]2[C:24]3[C:19](=[CH:20][CH:21]=[CH:22][CH:23]=3)[N:18]=[CH:17][CH:16]=2)[CH:5]=1)(O)=[O:2].S(Cl)([Cl:27])=O>CN(C)C=O>[Cl:27][C:1]([C:4]1[C:12]2[C:7](=[CH:8][C:9]([O:13][CH3:14])=[CH:10][CH:11]=2)[N:6]([C:15]2[C:24]3[C:19](=[CH:20][CH:21]=[CH:22][CH:23]=3)[N:18]=[CH:17][CH:16]=2)[CH:5]=1)=[O:2]. Procedure details: 30 cm3 of sulphinyl chloride and one drop of dimethylformamide are added, at a temperature in the region of 22° C. and under an argon atmosphere, to 2.4 g (7.52 mmol) of 3-carboxy-6-methoxy-1-(quinol-4-yl)-1H-indole. After stirring at reflux for 16 hours, the reaction mixture is concentrated to dryness under reduced pressure (2.7 kPa) to give 2.5 g of 3-chlorocarbonyl-6-methoxy-1-(quinol-4-yl)-1H-indole in the form of a yellow solid which is used directly in the following step.